This data is from the Open Reaction Database (ORD), a public repository of structured organic reaction records. The task is: describe an organic reaction: reactants, conditions, products, and yield Reaction conditions: temperature 150 celsius. Run in C(C)O (ethanol). The reactants are O=C1OC(C2=C3C(C=CC=C13)=CC(=C2)C(=O)N)=O (1,3-dioxo-1H,3H-benzo[de]isochromene-5-carboxamide), NCCCC(=O)O (4-Aminobutyric acid). Product: C(N)(=O)C=1C=C2C3=C(C(N(C(C3=CC=C2)=O)CCCC(=O)O)=O)C1 (4-(5-Carbamoyl-1,3-dioxo-1H,3H-benzo[de]isoquinolin-2-yl)-butyric acid). Reaction SMILES: [O:1]=[C:2]1[C:11]2[C:6]3[C:7](=[CH:12][C:13]([C:15]([NH2:17])=[O:16])=[CH:14][C:5]=3[C:4](=O)[O:3]1)[CH:8]=[CH:9][CH:10]=2.[NH2:19][CH2:20][CH2:21][CH2:22][C:23]([OH:25])=[O:24]>C(O)C>[C:15]([C:13]1[CH:12]=[C:7]2[CH:8]=[CH:9][CH:10]=[C:11]3[C:6]2=[C:5]([CH:14]=1)[C:4](=[O:3])[N:19]([CH2:20][CH2:21][CH2:22][C:23]([OH:25])=[O:24])[C:2]3=[O:1])(=[O:16])[NH2:17]. Procedure details: A mixture of 1,3-dioxo-1H,3H-benzo[de]isochromene-5-carboxamide (0.5 mmol), 4-Aminobutyric acid (1.5 mmol) and 4 mL ethanol was heated to 150° C. for 30 minutes in microwave reactor (Biotage, Initiator). The reaction mixture was cooled to room temperature and the cream color precipitate was collected by filtration and washed with ethanol. The final product was dried in vacuum for 24 hours to give desired compound. Starting materials: Cl (hydrochloric acid), C(C)(C)(C)OC(=O)NC(CCOC1=CC=C(C=C1)N(C1C(N(C1)C(C(=O)O)C=1SC=CC1)=O)C(C=O)=O)C(=O)OC (2-[3-{4-(3-tert-butoxycarbonylamino-3-methoxycarbonylpropoxy)phenylglyoxyloylamino}-2-oxo-1-azetidinyl]-2-(2-thienyl)acetic acid), [OH-].[Na+] (sodium hydroxide), [OH-].[Na+] (sodium hydroxide). Run in CO (methanol). Conditions: time 7 hour. The product is C(C)(C)(C)OC(=O)NC(CCOC1=CC=C(C=C1)N(C1C(N(C1)C(C(=O)O)C=1SC=CC1)=O)C(C=O)=O)C(=O)O (2-[3-{4-(3-tert-butoxycarbonylamino-3-carboxypropoxy)phenylglyoxyloylamino}-2-oxo- 1-azetidinyl]-2-(2-thienyl)acetic acid). Isolated yield 74.7%. RXN SMILES: [C:1]([O:5][C:6]([NH:8][CH:9]([C:38]([O:40]C)=[O:39])[CH2:10][CH2:11][O:12][C:13]1[CH:18]=[CH:17][C:16]([N:19]([C:34](=[O:37])[CH:35]=[O:36])[CH:20]2[CH2:23][N:22]([CH:24]([C:28]3[S:29][CH:30]=[CH:31][CH:32]=3)[C:25]([OH:27])=[O:26])[C:21]2=[O:33])=[CH:15][CH:14]=1)=[O:7])([CH3:4])([CH3:3])[CH3:2].[OH-].[Na+].Cl>CO>[C:1]([O:5][C:6]([NH:8][CH:9]([C:38]([OH:40])=[O:39])[CH2:10][CH2:11][O:12][C:13]1[CH:18]=[CH:17][C:16]([N:19]([C:34](=[O:37])[CH:35]=[O:36])[CH:20]2[CH2:23][N:22]([CH:24]([C:28]3[S:29][CH:30]=[CH:31][CH:32]=3)[C:25]([OH:27])=[O:26])[C:21]2=[O:33])=[CH:15][CH:14]=1)=[O:7])([CH3:4])([CH3:2])[CH3:3] |f:1.2|. Reported procedure: 2-[3-{4-(3-tert-butoxycarbonylamino-3-methoxycarbonylpropoxy)phenylglyoxyloylamino}-2-oxo-1-azetidinyl]-2-(2-thienyl)acetic acid (0.480 g.) was dissolved in methanol (3 ml.), and to the solution, there was added 1 N aqueous sodium hydroxide (2 ml.) under ice-cooling. The mixture was stirred at the same temperature for 7 hours while adjusting to pH 9.0 to 9.5 with 1 N aqueous sodium hydroxide. After the reaction, the reaction mixture was adjusted to pH 7.0 with dilute hydrochloric acid and evapor... Yields the product CC(C(=O)O)(C)SC1=C(C=CC=C1)C1=CC=NC=C1 (2-Methyl-2-(2-(pyridin-4-yl)phenylthio)propanoic Acid). Procedure details: A mixture of ethyl 2-methyl-2-(2-(pyridin-4-yl)phenylthio)propanoate and aqueous sodium hydroxide solution (1 M) in methanol is stirred at 60° C. for 12 hours. The reaction mixture is then concentrated, acidified, filtered and the isolated solid purified by to chromatography. The solvent is CO (methanol). Starting materials: CC(C(=O)OCC)(C)SC1=C(C=CC=C1)C1=CC=NC=C1 (ethyl 2-methyl-2-(2-(pyridin-4-yl)phenylthio)propanoate), [OH-].[Na+] (sodium hydroxide). As a reaction SMILES: [CH3:1][C:2]([S:9][C:10]1[CH:15]=[CH:14][CH:13]=[CH:12][C:11]=1[C:16]1[CH:21]=[CH:20][N:19]=[CH:18][CH:17]=1)([CH3:8])[C:3]([O:5]CC)=[O:4].[OH-].[Na+]>CO>[CH3:8][C:2]([S:9][C:10]1[CH:15]=[CH:14][CH:13]=[CH:12][C:11]=1[C:16]1[CH:17]=[CH:18][N:19]=[CH:20][CH:21]=1)([CH3:1])[C:3]([OH:5])=[O:4] |f:1.2|. Reaction conditions: temperature 60 celsius, time 12 hour. The reactants are C1OC2(C(CCCC2)(C)CCCCO)OC1 (1,1-ethylenedioxy-2-(4'-hydroxybutyl)-2-methylcyclohexane), [H-].[Na+] (sodium hydride). Solvent: C1=CC=CC=C1 (benzene). The product is C(C1=CC=CC=C1)OCCCCC1(C2(CCCC1)OCCO2)C (2-(4'-benzyloxybutyl)-1,1-ethylenedioxy-2-methylcyclohexane), oil. Isolated yield 90.0%. As a reaction SMILES: [CH2:1]1[CH2:16][O:15][C:3]2([CH2:8][CH2:7][CH2:6][CH2:5][C:4]2([CH2:10][CH2:11][CH2:12][CH2:13][OH:14])[CH3:9])[O:2]1.[H-].[Na+]>C1C=CC=CC=1>[CH2:9]([O:14][CH2:13][CH2:12][CH2:11][CH2:10][C:4]1([CH3:9])[CH2:5][CH2:6][CH2:7][CH2:8][C:3]21[O:2][CH2:1][CH2:16][O:15]2)[C:4]1[CH:5]=[CH:6][CH:7]=[CH:8][CH:3]=1 |f:1.2|. Procedure: A solution of 1,1-ethylenedioxy-2-(4'-hydroxybutyl)-2-methylcyclohexane (26 g, 0.136 mol.) in benzene (100 ml) is added to a suspension of sodium hydride (6.53 g, 0.272 mol; 13.05 g of a 50% mineral oil dispersion freshly washed with pentane and benzene) in benzene (500 ml) in a nitrogen atmosphere. After 30 minutes benzylbromide (35 g, 020 mol) in benzene (100 ml) is added and the mixture is heated at reflux for 20 hours. The reaction mixture is cooled to room temperature and diluted with water... As a reaction SMILES: [C:40]([OH:41])([CH3:42])([CH3:43])[CH3:44].[CH2:28]1[CH2:29][CH2:30][CH2:31][CH2:32][CH2:33]1.[CH2:34]1[O:35][CH2:36][CH2:37][O:38][CH2:39]1.[CH3:1][O:2][CH2:3][O:4][c:5]1[c:6]([C:7](=[O:8])[O:9][CH3:10])[cH:11][cH:12][c:13]([NH:18][C:19]([CH3:20])=[O:21])[c:14]1[CH2:15][CH:16]=[CH2:17].[Cl:45][CH2:46][Cl:47].[I+3:22]([O-:23])([O-:24])([O-:25])[O-:26].[Na+:27]>>[CH3:1][O:2][CH2:3][O:4][c:5]1[c:6]([C:7](=[O:8])[O:9][CH3:10])[cH:11][cH:12][c:13]([NH:18][C:19]([CH3:20])=[O:21])[c:14]1[CH2:15][CH:16]=[O:23]. Product: COCOc1c(C(=O)OC)ccc(NC(C)=O)c1CC=O. The reactants are CC(C)(C)O, C1CCCCC1, C1COCCO1, C=CCc1c(NC(C)=O)ccc(C(=O)OC)c1OCOC, ClCCl, [O-][I+3]([O-])([O-])[O-], [Na+]. Reactants: CC(C)(C)OC(=O)N1CCC(Cc2ccc3nc(Cl)nc(N4CCOCC4)c3n2)CC1, ClCCl, Cl, C1COCCO1. Yields the product Clc1nc(N2CCOCC2)c2nc(CC3CCNCC3)ccc2n1. As a reaction SMILES: [Cl:1][c:2]1[n:3][c:4]([N:26]2[CH2:27][CH2:28][O:29][CH2:30][CH2:31]2)[c:5]2[c:6]([n:7]1)[cH:8][cH:9][c:10]([CH2:12][CH:13]1[CH2:14][CH2:15][N:16]([C:19]([O:20][C:21]([CH3:22])([CH3:23])[CH3:24])=[O:25])[CH2:17][CH2:18]1)[n:11]2.[Cl:33][CH2:34][Cl:35].[ClH:32].[O:36]1[CH2:37][CH2:38][O:39][CH2:40][CH2:41]1>>[Cl:1][c:2]1[n:3][c:4]([N:26]2[CH2:27][CH2:28][O:29][CH2:30][CH2:31]2)[c:5]2[c:6]([n:7]1)[cH:8][cH:9][c:10]([CH2:12][CH:13]1[CH2:14][CH2:15][NH:16][CH2:17][CH2:18]1)[n:11]2. Starting materials: O=C([O-])[O-], CN(C)C=O, O=C(Nc1cn2nc(I)ccc2n1)C1CC1, [K+], [K+], COC(=O)c1cccc(O)c1. Yields the product COC(=O)c1cccc(Oc2ccc3nc(NC(=O)C4CC4)cn3n2)c1. RXN SMILES: [C:28](=[O:29])([O-:30])[O-:31].[CH3:34][N:35]([CH3:36])[CH:37]=[O:38].[I:1][c:2]1[cH:3][cH:4][c:5]2[n:6]([n:7]1)[cH:8][c:9]([NH:11][C:12](=[O:13])[CH:14]1[CH2:15][CH2:16]1)[n:10]2.[K+:32].[K+:33].[OH:17][c:18]1[cH:19][c:20]([C:21](=[O:22])[O:23][CH3:24])[cH:25][cH:26][cH:27]1>>[c:2]1([O:17][c:18]2[cH:19][c:20]([C:21](=[O:22])[O:23][CH3:24])[cH:25][cH:26][cH:27]2)[cH:3][cH:4][c:5]2[n:6]([n:7]1)[cH:8][c:9]([NH:11][C:12](=[O:13])[CH:14]1[CH2:15][CH2:16]1)[n:10]2. The reactants are C(CCCCCCCCCCCCCCC)NC1=CC=C(C(=O)OCC(CO)O)C=C1 (2,3-dihydroxypropyl 4-(n-hexadecylamino)benzoate), C(C)(=O)OC(C)=O (acetic anhydride). Solvent: C(Cl)(Cl)Cl (chloroform). Product: C(C)(=O)N(C1=CC=C(C(=O)OCC(COC(C)=O)OC(C)=O)C=C1)CCCCCCCCCCCCCCCC (2,3-diacetoxypropyl N-acetyl-4-(n-hexadecylamino)benzoate). Reaction SMILES: [CH2:1]([NH:17][C:18]1[CH:31]=[CH:30][C:21]([C:22]([O:24][CH2:25][CH:26]([OH:29])[CH2:27][OH:28])=[O:23])=[CH:20][CH:19]=1)[CH2:2][CH2:3][CH2:4][CH2:5][CH2:6][CH2:7][CH2:8][CH2:9][CH2:10][CH2:11][CH2:12][CH2:13][CH2:14][CH2:15][CH3:16].C(O[C:36](=[O:38])[CH3:37])(=O)C>C(Cl)(Cl)Cl>[C:22]([N:17]([CH2:1][CH2:2][CH2:3][CH2:4][CH2:5][CH2:6][CH2:7][CH2:8][CH2:9][CH2:10][CH2:11][CH2:12][CH2:13][CH2:14][CH2:15][CH3:16])[C:18]1[CH:19]=[CH:20][C:21]([C:22]([O:24][CH2:25][CH:26]([O:29][C:36](=[O:38])[CH3:37])[CH2:27][O:28][C:25](=[O:24])[CH3:26])=[O:23])=[CH:30][CH:31]=1)(=[O:23])[CH3:21]. Procedure details: A solution of 6.53 g of 2,3-dihydroxypropyl 4-(n-hexadecylamino)benzoate in 100 ml of chloroform is stirred under reflux while 9.0 ml of acetic anhydride is added and for 6 hours thereafter. The solution is extracted with 2% aqueous sodium carbonate solution and water, dried, and evaporated to yield 2,3-diacetoxypropyl N-acetyl-4-(n-hexadecylamino)benzoate as a yellow oil.